From a dataset of the Open Reaction Database (ORD), a public repository of structured organic reaction records. describe an organic reaction: reactants, conditions, products, and yield Reactants: C(=O)N1CCOCC1 (N-formylmorpholine), [Li]N1C(CCCC1(C)C)(C)C (LiTMP), [Li]CCCC (n-BuLi), C(C)OC1=C(C(=C(C=C1)C=1[Te]C=CC1)F)F (2-(4-ethoxy-2,3-difluorophenyl)tellurophene), Cl (hydrochloric acid). Run in C1CCOC1 (THF), O (Water). Reaction conditions: temperature -60 celsius, time 1 hour. The product is C(C)OC1=C(C(=C(C=C1)C1=CC=C([Te]1)C=O)F)F (5-(4-ethoxy-2,3-difluorophenyl)tellurophene-2-carbaldehyde). RXN SMILES: [Li]N1C(C)(C)CCCC1(C)C.[Li]CCCC.[CH2:17]([O:19][C:20]1[CH:25]=[CH:24][C:23]([C:26]2[Te:27][CH:28]=[CH:29][CH:30]=2)=[C:22]([F:31])[C:21]=1[F:32])[CH3:18].[CH:33](N1CCOCC1)=[O:34].Cl>C1COCC1.O>[CH2:17]([O:19][C:20]1[CH:25]=[CH:24][C:23]([C:26]2[Te:27][C:28]([CH:33]=[O:34])=[CH:29][CH:30]=2)=[C:22]([F:31])[C:21]=1[F:32])[CH3:18]. Reported procedure: A solution of LiTMP (comprising 3.9 ml (22.9 mmol) of TMP and 14.0 ml (22.3 mmol, 15% soln. in hexane) of n-BuLi) is added to 6.8 g (20.3 mmol) of 2-(4-ethoxy-2,3-difluorophenyl)tellurophene in 70 ml of THF at 0° C. The mixture is stirred at this temperature for 1 h. The solution is cooled to −60° C., and N-formylmorpholine is added. The reaction mixture is warmed to 0° C. and stirred for 1 h. Water and 2 N hydrochloric acid are added, and the mixture is extracted with MTBE. The organic phase is...